From a dataset of the Open Reaction Database (ORD), a public repository of structured organic reaction records. describe an organic reaction: reactants, conditions, products, and yield The reactants are C(C)(C)[Si](N1C=CC2=C(C=CC=C12)N1CCN(CC1)CC1=CC=CC=C1)(C(C)C)C(C)C (1-triisopropylsilanyl-4-(4-benzyl-piperazin-1-yl)-1H-indole), [F-].C(CCC)[N+](CCCC)(CCCC)CCCC (tetrabutylammonium fluoride). Run in O1CCCC1 (tetrahydrofuran), O1CCCC1 (tetrahydrofuran). Yields the product C(C1=CC=CC=C1)N1CCN(CC1)C1=C2C=CNC2=CC=C1 (4-(4-Benzyl-piperazin-1-yl)-1H-indole), hydrochloride salt. Reaction SMILES: C([Si](C(C)C)(C(C)C)[N:5]1[C:13]2[C:8](=[C:9]([N:14]3[CH2:19][CH2:18][N:17]([CH2:20][C:21]4[CH:26]=[CH:25][CH:24]=[CH:23][CH:22]=4)[CH2:16][CH2:15]3)[CH:10]=[CH:11][CH:12]=2)[CH:7]=[CH:6]1)(C)C.[F-].C([N+](CCCC)(CCCC)CCCC)CCC>O1CCCC1>[CH2:20]([N:17]1[CH2:18][CH2:19][N:14]([C:9]2[CH:10]=[CH:11][CH:12]=[C:13]3[C:8]=2[CH:7]=[CH:6][NH:5]3)[CH2:15][CH2:16]1)[C:21]1[CH:22]=[CH:23][CH:24]=[CH:25][CH:26]=1 |f:1.2|. Procedure details: To a solution of 1.2 gram (2.68 mmole) 1-triisopropylsilanyl-4-(4-benzyl-piperazin-1-yl)-1H-indole in 20 mL tetrahydrofuran was added 3 mL (3 mmole) 1.0 M tetrabutylammonium fluoride in tetrahydrofuran. After 2 hours the solution was concentrated under reduced pressure and the residue was partitioned between 25 mL ethyl ether and 10 mL 10% sodium carbonate. The organic phase was washed with 3×10 mL water, dried (magnesium sulfate), and concentrated. 4-(4-Benzyl-piperazin-1-yl)-1H-indole was isol... Starting materials: C1=C(C=CC2=CC=CC=C12)O (2-naphthol), C([O-])([O-])=O.[Na+].[Na+] (sodium carbonate), O (water), FC=1C=[N+](C=CC1[N+](=O)[O-])[O-] (3-fluoro-4-nitropyridine-N-oxide). Solvent: CN(C=O)C (dimethylformamide). Reaction conditions: time 3 hour. Product: C1=C(C=CC2=CC=CC=C12)OC=1C=[N+](C=CC1[N+](=O)[O-])[O-] (3-(2-Naphthyloxy)-4-nitropyridine-N-oxide). Reaction SMILES: [CH:1]1[C:10]2[C:5](=[CH:6][CH:7]=[CH:8][CH:9]=2)[CH:4]=[CH:3][C:2]=1[OH:11].C(=O)([O-])[O-].[Na+].[Na+].F[C:19]1[CH:20]=[N+:21]([O-:28])[CH:22]=[CH:23][C:24]=1[N+:25]([O-:27])=[O:26].O>CN(C)C=O>[CH:1]1[C:10]2[C:5](=[CH:6][CH:7]=[CH:8][CH:9]=2)[CH:4]=[CH:3][C:2]=1[O:11][C:19]1[CH:20]=[N+:21]([O-:28])[CH:22]=[CH:23][C:24]=1[N+:25]([O-:27])=[O:26] |f:1.2.3|. Reported procedure: To a solution of 2-naphthol (7 g) in 50 ml dimethylformamide was added sodium carbonate (10 g), followed by 3-fluoro-4-nitropyridine-N-oxide. After stirring three hours at ambient temperature the reaction mixture was stirred with water and extracted with ethyl acetate. The organic extract was washed with water and saturated sodium chloride solution, dried (anhy. MgSO4), filtered and concentrated to a solid. This solid was triturated with ether, collected and dried to give a solid, 11.6 g, m.p. 1... Starting materials: C1CCOC1, NN, O, O=C1c2ccccc2C(=O)N1c1ccn(Cc2ccccc2Oc2ccccc2)n1. The product is Nc1ccn(Cc2ccccc2Oc2ccccc2)n1. As a reaction SMILES: [CH2:34]1[O:35][CH2:36][CH2:37][CH2:38]1.[NH2:32][NH2:33].[OH2:31].[c:1]1([O:7][c:8]2[c:9]([CH2:14][n:15]3[n:16][c:17]([N:20]4[C:21](=[O:22])[c:23]5[c:24]([cH:25][cH:26][cH:27][cH:28]5)[C:29]4=[O:30])[cH:18][cH:19]3)[cH:10][cH:11][cH:12][cH:13]2)[cH:2][cH:3][cH:4][cH:5][cH:6]1>>[c:1]1([O:7][c:8]2[c:9]([CH2:14][n:15]3[n:16][c:17]([NH2:20])[cH:18][cH:19]3)[cH:10][cH:11][cH:12][cH:13]2)[cH:2][cH:3][cH:4][cH:5][cH:6]1. The reactants are CS(=O)(=O)c1ccc(C(=O)O)s1, COc1cccc(C(Oc2ccc3c(cnn3-c3ccc(F)cc3)c2)C(C)N)c1. Reaction SMILES: [CH3:30][S:31](=[O:32])(=[O:33])[c:34]1[cH:35][cH:36][c:37]([C:39](=[O:40])[OH:41])[s:38]1.[F:1][c:2]1[cH:3][cH:4][c:5](-[n:8]2[n:9][cH:10][c:11]3[cH:12][c:13]([O:17][CH:18]([CH:19]([CH3:20])[NH2:21])[c:22]4[cH:23][c:24]([O:28][CH3:29])[cH:25][cH:26][cH:27]4)[cH:14][cH:15][c:16]23)[cH:6][cH:7]1>>[F:1][c:2]1[cH:3][cH:4][c:5](-[n:8]2[n:9][cH:10][c:11]3[cH:12][c:13]([O:17][CH:18]([CH:19]([CH3:20])[NH:21][C:39]([c:37]4[cH:36][cH:35][c:34]([S:31]([CH3:30])(=[O:32])=[O:33])[s:38]4)=[O:40])[c:22]4[cH:23][c:24]([O:28][CH3:29])[cH:25][cH:26][cH:27]4)[cH:14][cH:15][c:16]23)[cH:6][cH:7]1. Product: COc1cccc(C(Oc2ccc3c(cnn3-c3ccc(F)cc3)c2)C(C)NC(=O)c2ccc(S(C)(=O)=O)s2)c1.